Dataset: the Open Reaction Database (ORD), a public repository of structured organic reaction records. Task: describe an organic reaction: reactants, conditions, products, and yield Starting materials: Cc1ccc(C)n1C1C=CC(C(=O)NCc2cc(C(F)(F)F)ccc2OC(C)(C)C)(C(C)C)C1, COC(=O)c1cccc(C2CCN(C3CCC(C(=O)OCc4ccccc4)(C(C)C)C3)CC2)c1, C1CCCC1. Product: COC(=O)c1cccc(C2CCN(C3CCC(C(=O)O)(C(C)C)C3)CC2)c1. As a reaction SMILES: [C:1]([O:2][c:3]1[cH:4][cH:5][c:6]([C:7]([F:8])([F:9])[F:10])[cH:11][c:12]1[CH2:13][NH:14][C:15]([C:16]1([CH:17]([CH3:18])[CH3:19])[CH2:20][CH:21]([n:22]2[c:23]([CH3:24])[cH:25][cH:26][c:27]2[CH3:28])[CH:29]=[CH:30]1)=[O:31])([CH3:32])([CH3:33])[CH3:34].[CH2:35]([c:36]1[cH:37][cH:38][cH:39][cH:40][cH:41]1)[O:42][C:43](=[O:44])[C:45]1([CH:66]([CH3:67])[CH3:68])[CH2:46][CH:47]([N:50]2[CH2:51][CH2:52][CH:53]([c:56]3[cH:57][c:58]([C:59](=[O:60])[O:61][CH3:62])[cH:63][cH:64][cH:65]3)[CH2:54][CH2:55]2)[CH2:48][CH2:49]1.[CH2:69]1[CH2:70][CH2:71][CH2:72][CH2:73]1>>[O:42]=[C:43]([OH:44])[C:45]1([CH:66]([CH3:67])[CH3:68])[CH2:46][CH:47]([N:50]2[CH2:51][CH2:52][CH:53]([c:56]3[cH:57][c:58]([C:59](=[O:60])[O:61][CH3:62])[cH:63][cH:64][cH:65]3)[CH2:54][CH2:55]2)[CH2:48][CH2:49]1. Starting materials: CN(C)C(=O)N1CCC(C(=O)O)CC1, ClCCl, Nc1nc(-c2ccco2)c(N2CCOCC2)s1, O=S(Cl)Cl, c1ccncc1. Yields the product CN(C)C(=O)N1CCC(C(=O)Nc2nc(-c3ccco3)c(N3CCOCC3)s2)CC1. RXN SMILES: [CH3:1][N:2]([C:3](=[O:4])[N:5]1[CH2:6][CH2:7][CH:8]([C:11](=[O:12])[OH:13])[CH2:9][CH2:10]1)[CH3:14].[Cl:42][CH2:43][Cl:44].[NH2:25][c:26]1[s:27][c:28]([N:36]2[CH2:37][CH2:38][O:39][CH2:40][CH2:41]2)[c:29](-[c:31]2[o:32][cH:33][cH:34][cH:35]2)[n:30]1.[S:15]([Cl:16])([Cl:17])=[O:18].[cH:19]1[cH:20][cH:21][n:22][cH:23][cH:24]1>>[CH3:1][N:2]([C:3](=[O:4])[N:5]1[CH2:6][CH2:7][CH:8]([C:11](=[O:13])[NH:25][c:26]2[s:27][c:28]([N:36]3[CH2:37][CH2:38][O:39][CH2:40][CH2:41]3)[c:29](-[c:31]3[o:32][cH:33][cH:34][cH:35]3)[n:30]2)[CH2:9][CH2:10]1)[CH3:14]. Solvent: C1(=CC=CC=C1)C (toluene). The reagents and catalysts are CN(C)C=O (DMF). The reactants are N1(CCOCC1)C1=C(C(=O)O)C=C(C=C1)[N+](=O)[O-] (2-Morpholin-4-yl-5-nitro-benzoic acid), S(=O)(Cl)Cl (thionylchloride). RXN SMILES: [N:1]1([C:7]2[CH:15]=[CH:14][C:13]([N+:16]([O-:18])=[O:17])=[CH:12][C:8]=2[C:9](O)=[O:10])[CH2:6][CH2:5][O:4][CH2:3][CH2:2]1.S(Cl)([Cl:21])=O>C1(C)C=CC=CC=1.CN(C=O)C>[N:1]1([C:7]2[CH:15]=[CH:14][C:13]([N+:16]([O-:18])=[O:17])=[CH:12][C:8]=2[C:9]([Cl:21])=[O:10])[CH2:6][CH2:5][O:4][CH2:3][CH2:2]1. Procedure: To a suspension of 2-Morpholin-4-yl-5-nitro-benzoic acid (4.0 g, 16 mmol) in toluene were added 2 drops of DMF and thionylchloride (5.7 ml, 79.3 mmol). The mixture was heated to 80° C. for 50 minutes. The solvent was removed in vacuo, and the resulting solid was stirred in ether, filtered and dried to provide the title compound (4.0 g, 93%) as a yellow solid. The yield is 92.4%. Product: N1(CCOCC1)C1=C(C(=O)Cl)C=C(C=C1)[N+](=O)[O-] (2-Morpholin-4-yl-5-nitro-benzoyl chloride). Reaction conditions: temperature 80 celsius. Reactants: OB(O)c1ccc(Br)cc1, O=C([O-])O, Cc1ccccc1, CCO, N#Cc1nn(-c2c(Cl)cc(C(F)(F)F)cc2Cl)c(N)c1I, [Na+], O, c1ccc(P(c2ccccc2)(c2ccccc2)[Pd](P(c2ccccc2)(c2ccccc2)c2ccccc2)(P(c2ccccc2)(c2ccccc2)c2ccccc2)P(c2ccccc2)(c2ccccc2)c2ccccc2)cc1. The product is N#Cc1nn(-c2c(Cl)cc(C(F)(F)F)cc2Cl)c(N)c1-c1ccc(Br)cc1. RXN SMILES: [Br:27][c:28]1[cH:29][cH:30][c:31]([B:34]([OH:35])[OH:36])[cH:32][cH:33]1.[C:22](=[O:23])([O-:24])[OH:25].[CH3:38][c:39]1[cH:40][cH:41][cH:42][cH:43][cH:44]1.[CH3:45][CH2:46][OH:47].[NH2:1][c:2]1[c:3]([I:21])[c:4]([C:19]#[N:20])[n:5][n:6]1-[c:7]1[c:8]([Cl:18])[cH:9][c:10]([C:14]([F:15])([F:16])[F:17])[cH:11][c:12]1[Cl:13].[Na+:26].[OH2:37].[cH:48]1[cH:49][cH:50][c:51]([P:52]([Pd:53]([P:54]([c:55]2[cH:56][cH:57][cH:58][cH:59][cH:60]2)([c:61]2[cH:62][cH:63][cH:64][cH:65][cH:66]2)[c:67]2[cH:68][cH:69][cH:70][cH:71][cH:72]2)([P:73]([c:74]2[cH:75][cH:76][cH:77][cH:78][cH:79]2)([c:80]2[cH:81][cH:82][cH:83][cH:84][cH:85]2)[c:86]2[cH:87][cH:88][cH:89][cH:90][cH:91]2)[P:92]([c:93]2[cH:94][cH:95][cH:96][cH:97][cH:98]2)([c:99]2[cH:100][cH:101][cH:102][cH:103][cH:104]2)[c:105]2[cH:106][cH:107][cH:108][cH:109][cH:110]2)([c:111]2[cH:112][cH:113][cH:114][cH:115][cH:116]2)[c:117]2[cH:118][cH:119][cH:120][cH:121][cH:122]2)[cH:123][cH:124]1>>[NH2:1][c:2]1[c:3](-[c:31]2[cH:30][cH:29][c:28]([Br:27])[cH:33][cH:32]2)[c:4]([C:19]#[N:20])[n:5][n:6]1-[c:7]1[c:8]([Cl:18])[cH:9][c:10]([C:14]([F:15])([F:16])[F:17])[cH:11][c:12]1[Cl:13]. Reactants: BrC1=CC=C(C=C1)O (4-bromophenol), S(C)(=O)(=O)O.O1CCN(CC1)CCOC1=CC=C(C=C1)C=1C=CC(=NC1)CC(=O)NCC1=CC=CC=C1 (2-(5-(4-(2-morpholinoethoxy)phenyl)pyridin-2-yl)-N-benzylacetamide mesylate), ClCCN1CCOCC1 (4-(2-chloroethyl)morpholine), ClCCN1CCOCC1 (4-(2-chloroethyl)morpholine). Product: BrC1=CC=C(OCCN2CCOCC2)C=C1 (4-(2-(4-bromophenoxy)ethyl)morpholine). RXN SMILES: S(O)(=O)(=O)C.[O:6]1[CH2:11][CH2:10][N:9]([CH2:12][CH2:13][O:14][C:15]2[CH:20]=[CH:19][C:18](C3C=CC(CC(NCC4C=CC=CC=4)=O)=NC=3)=[CH:17][CH:16]=2)[CH2:8][CH2:7]1.ClCCN1CCOCC1.[Br:47]C1C=CC(O)=CC=1>>[Br:47][C:18]1[CH:19]=[CH:20][C:15]([O:14][CH2:13][CH2:12][N:9]2[CH2:10][CH2:11][O:6][CH2:7][CH2:8]2)=[CH:16][CH:17]=1 |f:0.1|. Procedure details: In another aspect the invention relates to a process for preparing 2-(5-(4-(2-morpholinoethoxy)phenyl)pyridin-2-yl)-N-benzylacetamide mesylate comprising the steps of: (1) reacting 4-(2-chloroethyl)morpholine with 4-bromophenol to yield 4-(2-(4-bromophenoxy)ethyl)morpholine; (2) coupling 4-(2-(4-bromophenoxy)ethyl)morpholine with 6-fluoropyridin-3-yl-3-boronic acid to yield 4-(2-(4-(6-fluoropyridin-3-yl)phenoxy)ethyl)morpholine; (3) reacting 4-(2-(4-(6-fluoropyridin-3-yl)phenoxy)ethyl)morpholine... Reactants: C(C(C)(C)C)(=O)OC1=CC(=C(C=C1)C1=C(C=CC(=C1)OC)F)C(=O)NNC(C(C)(C)C)=O (2′-fluoro-5′-methoxy-2-(2-pivaloylhydrazinecarbonyl)-[1,1′-biphenyl]-4-yl pivalate), COC=1C=CC(=CC1)P2(=S)SP(=S)(S2)C=3C=CC(=CC3)OC (Lawesson's reagent). Solvent: C1CCOC1 (THF). Yields the product C(C(C)(C)C)(=O)OC1=CC(=C(C=C1)C1=C(C=CC(=C1)OC)F)C=1SC(=NN1)C(C)(C)C (2-(5-(tert-butyl)-1,3,4-thiadiazol-2-yl)-2′-fluoro-5′-methoxy-[1,1′-biphenyl]-4-yl pivalate). Isolated yield 97.0%. Reaction SMILES: [C:1]([O:7][C:8]1[CH:13]=[CH:12][C:11]([C:14]2[CH:19]=[C:18]([O:20][CH3:21])[CH:17]=[CH:16][C:15]=2[F:22])=[C:10]([C:23]([NH:25][NH:26][C:27](=O)[C:28]([CH3:31])([CH3:30])[CH3:29])=O)[CH:9]=1)(=[O:6])[C:2]([CH3:5])([CH3:4])[CH3:3].COC1C=CC(P2(SP(C3C=CC(OC)=CC=3)(=S)S2)=[S:42])=CC=1>C1COCC1>[C:1]([O:7][C:8]1[CH:13]=[CH:12][C:11]([C:14]2[CH:19]=[C:18]([O:20][CH3:21])[CH:17]=[CH:16][C:15]=2[F:22])=[C:10]([C:23]2[S:42][C:27]([C:28]([CH3:31])([CH3:30])[CH3:29])=[N:26][N:25]=2)[CH:9]=1)(=[O:6])[C:2]([CH3:5])([CH3:4])[CH3:3]. Procedure details: A solution of 2′-fluoro-5′-methoxy-2-(2-pivaloylhydrazinecarbonyl)-[1,1′-biphenyl]-4-yl pivalate (203 mg) and the Lawesson's reagent (194 mg) in THF (6.0 mL) was stirred at 80° C. for 50 min. The reaction mixture was concentrated under reduced pressure, and the residue was purified by silica gel column chromatography (ethyl acetate/hexane) to give the title compound (196 mg) as a colorless oil. Starting materials: CC(C)(C)OC(=O)NC(CS)C(=O)O, FC(F)=CCl. Product: CC(C)(C)OC(=O)NC(CSC(F)(F)CCl)C(=O)O. As a reaction SMILES: [C:1](=[O:2])([O:3][C:4]([CH3:5])([CH3:6])[CH3:7])[NH:8][CH:9]([CH2:10][SH:11])[C:12](=[O:13])[OH:14].[Cl:15][CH:16]=[C:17]([F:18])[F:19]>>[C:1](=[O:2])([O:3][C:4]([CH3:5])([CH3:6])[CH3:7])[NH:8][CH:9]([CH2:10][S:11][C:17]([CH2:16][Cl:15])([F:18])[F:19])[C:12](=[O:13])[OH:14]. Solvent: CC(=O)O (HOAc). Yield: 100.0%. Starting materials: IC1=CC=C(N)C=C1 (4-iodoaniline), COC1OC(CC1C=O)OC (2,5-dimethoxy-3-tetrahydrofurancarboxaldehyde). Yields the product IC1=CC=C(C=C1)N1C=C(C=C1)C=O (1-(4-iodophenyl)-1H-pyrrole-3-carbaldehyde). Procedure details: A solution of 4-iodoaniline (0.684 g, 3.12 mmol) and 2,5-dimethoxy-3-tetrahydrofurancarboxaldehyde (90%, 0.492 mL, 3.12 mmol) in HOAc (10 mL) was stirred at 90° C. for 1 h. The solvent was removed in vacuo. The residue was partitioned between EtOAc and H2O. The organic phase was separated, washed with 5% NaHCO3, dried over Na2SO4, and concentrated in vacuo to give 1-(4-iodophenyl)-1H-pyrrole-3-carbaldehyde (0.927 g). As a reaction SMILES: [I:1][C:2]1[CH:8]=[CH:7][C:5]([NH2:6])=[CH:4][CH:3]=1.C[O:10][CH:11]1[CH:15]([CH:16]=O)[CH2:14][CH:13](OC)O1>CC(O)=O>[I:1][C:2]1[CH:8]=[CH:7][C:5]([N:6]2[CH:13]=[CH:14][C:15]([CH:11]=[O:10])=[CH:16]2)=[CH:4][CH:3]=1. Reactants: ice, C(C)OC(=O)N1[C@H](C[C@H](C2=CC3=C(C=C12)N(CC3)C(=O)OC(C)(C)C)N(C(=O)OC)CC3=CC(=CC(=C3)C(F)(F)F)C(F)(F)F)C (cis-5-[(3,5-bis-trifluoromethyl-benzyl)-methoxycarbonyl-amino]-7-methyl-2,3,6,7-tetrahydro-5H-pyrrolo[3,2-g]quinoline-1,8-dicarboxylic acid 1-tert-butyl ester 8-ethyl ester), Cl (HCl). Solvent: O1CCOCC1 (dioxane), O1CCOCC1 (dioxane). Reaction conditions: time 18 hour. Product: C(C)OC(=O)N1[C@H](C[C@H](C2=CC3=C(C=C12)NCC3)N(C(=O)OC)CC3=CC(=CC(=C3)C(F)(F)F)C(F)(F)F)C (cis-5-[(3,5-Bis-trifluoromethyl-benzyl)-methoxycarbonyl-amino]-7-methyl-1,2,3,5,6,7-hexahydro-pyrrolo[3,2-g]quinoline-8-carboxylic acid ethyl ester). The yield is 58.9%. RXN SMILES: [CH2:1]([O:3][C:4]([N:6]1[C:15]2[C:10](=[CH:11][C:12]3[CH2:18][CH2:17][N:16](C(OC(C)(C)C)=O)[C:13]=3[CH:14]=2)[C@H:9]([N:26]([CH2:31][C:32]2[CH:37]=[C:36]([C:38]([F:41])([F:40])[F:39])[CH:35]=[C:34]([C:42]([F:45])([F:44])[F:43])[CH:33]=2)[C:27]([O:29][CH3:30])=[O:28])[CH2:8][C@@H:7]1[CH3:46])=[O:5])[CH3:2].Cl>O1CCOCC1>[CH2:1]([O:3][C:4]([N:6]1[C:15]2[C:10](=[CH:11][C:12]3[CH2:18][CH2:17][NH:16][C:13]=3[CH:14]=2)[C@H:9]([N:26]([CH2:31][C:32]2[CH:33]=[C:34]([C:42]([F:43])([F:44])[F:45])[CH:35]=[C:36]([C:38]([F:41])([F:39])[F:40])[CH:37]=2)[C:27]([O:29][CH3:30])=[O:28])[CH2:8][C@@H:7]1[CH3:46])=[O:5])[CH3:2]. Procedure: To an ice-cold solution of cis-5-[(3,5-bis-trifluoromethyl-benzyl)-methoxycarbonyl-amino]-7-methyl-2,3,6,7-tetrahydro-5H-pyrrolo[3,2-g]quinoline-1,8-dicarboxylic acid 1-tert-butyl ester 8-ethyl ester (Example 11) (200 mg) in 10 ml anhydrous dioxane was added 4M HCl in dioxane (15 ml) and the resulting solution was stirred for 18 h at room temperature. The solution was concentrated in vacuo. The residue was diluted with dichloromethane and washed twice with a saturated sodium bicarbonate solution...